describe an organic reaction: reactants, conditions, products, and yield From a dataset of the Open Reaction Database (ORD), a public repository of structured organic reaction records. Reactants: O=C(O)c1ccc(Br)cc1[N+](=O)[O-], CO, [Na+], [Na+], O=C([O-])[O-], O, O=S(=O)(O)O. Yields the product COC(=O)c1ccc(Br)cc1[N+](=O)[O-]. RXN SMILES: [Br:6][c:7]1[cH:8][c:9]([N+:16](=[O:17])[O-:18])[c:10]([C:11](=[O:12])[OH:13])[cH:14][cH:15]1.[CH3:26][OH:27].[Na+:20].[Na+:21].[O-:22][C:23](=[O:24])[O-:25].[OH2:19].[S:1](=[O:2])(=[O:3])([OH:4])[OH:5]>>[Br:6][c:7]1[cH:8][c:9]([N+:16](=[O:17])[O-:18])[c:10]([C:11](=[O:12])[O:13][CH3:23])[cH:14][cH:15]1. Starting materials: CC(COS(=O)(=O)C1=CC(=CC=C1)C1=NC=CC(=C1)C1=NC(=CC(=N1)C(F)(F)F)C1=CC=C(C=C1)C(F)(F)F)(C)C (3-{4-[4-trifluoromethyl-6-(4-trifluoromethyl-phenyl)-pyrimidin-2-yl]-pyridin-2-yl}-benzenesulfonic acid 2,2-dimethyl-propyl ester), Cl (HCl). Solvent: O1CCOCC1 (dioxane). Conditions: time 1 hour. The product is Cl.FC(C1=NC(=NC(=C1)C1=CC=C(C=C1)C(F)(F)F)C1=CC(=NC=C1)C=1C=C(C=CC1)S(=O)(=O)O)(F)F (3-{4-[4-trifluoromethyl-6-(4-trifluoromethyl-phenyl)-pyrimidin-2-yl]-pyridin-2-yl}-benzenesulfonic acid hydrochloride). The yield is 90.0%. As a reaction SMILES: CC(C)(C)C[O:4][S:5]([C:8]1[CH:13]=[CH:12][CH:11]=[C:10]([C:14]2[CH:19]=[C:18]([C:20]3[N:25]=[C:24]([C:26]([F:29])([F:28])[F:27])[CH:23]=[C:22]([C:30]4[CH:35]=[CH:34][C:33]([C:36]([F:39])([F:38])[F:37])=[CH:32][CH:31]=4)[N:21]=3)[CH:17]=[CH:16][N:15]=2)[CH:9]=1)(=[O:7])=[O:6].[ClH:42]>O1CCOCC1>[ClH:42].[F:29][C:26]([F:27])([F:28])[C:24]1[CH:23]=[C:22]([C:30]2[CH:31]=[CH:32][C:33]([C:36]([F:39])([F:38])[F:37])=[CH:34][CH:35]=2)[N:21]=[C:20]([C:18]2[CH:17]=[CH:16][N:15]=[C:14]([C:10]3[CH:9]=[C:8]([S:5]([OH:7])(=[O:6])=[O:4])[CH:13]=[CH:12][CH:11]=3)[CH:19]=2)[N:25]=1 |f:3.4|. Procedure: A stirred mixture of 3-{4-[4-trifluoromethyl-6-(4-trifluoromethyl-phenyl)-pyrimidin-2-yl]-pyridin-2-yl}-benzenesulfonic acid 2,2-dimethyl-propyl ester (1.27 g, 2.13 mmol), 37% HCl (12.5 ml) and dioxane (12.5 ml) was heated under reflux conditions for 19 h and evaporated to dryness. Diethyl ether (50 ml) was added to the crude product and the mixture was stirred at room temperature for 1 h. The precipitate was collected by filtration and dried to yield 3-{4-[4-trifluoromethyl-6-(4-trifluoromethyl... Starting materials: C([O-])([O-])=O.[Cs+].[Cs+] (Cesium carbonate), NC1=NC(=NC(=N1)SCC1=CC=CC=C1)C=1C(=CC(=C(C1)O)Cl)Cl (5-(4-amino-6-benzylsulfanyl-[1,3,5]triazin-2-yl)-2,4-dichlorophenol), BrCC#N (α-bromoacetonitrile). The solvent is CN(C=O)C (dimethylformamide), CN(C=O)C (dimethylformamide). Run at time 3 hour. The product is NC1=NC(=NC(=N1)SCC1=CC=CC=C1)C=1C(=CC(=C(OCC#N)C1)Cl)Cl ([5-(4-amino-6-benzylsulfanyl-[1,3,5]triazin-2-yl)-2,4-dichlorophenoxy]-acetonitrile). The yield is 90.7%. Reaction SMILES: C(=O)([O-])[O-].[Cs+].[Cs+].[NH2:7][C:8]1[N:13]=[C:12]([S:14][CH2:15][C:16]2[CH:21]=[CH:20][CH:19]=[CH:18][CH:17]=2)[N:11]=[C:10]([C:22]2[C:23]([Cl:30])=[CH:24][C:25]([Cl:29])=[C:26]([OH:28])[CH:27]=2)[N:9]=1.Br[CH2:32][C:33]#[N:34]>CN(C)C=O>[NH2:7][C:8]1[N:13]=[C:12]([S:14][CH2:15][C:16]2[CH:17]=[CH:18][CH:19]=[CH:20][CH:21]=2)[N:11]=[C:10]([C:22]2[C:23]([Cl:30])=[CH:24][C:25]([Cl:29])=[C:26]([CH:27]=2)[O:28][CH2:32][C:33]#[N:34])[N:9]=1 |f:0.1.2|. Reported procedure: Cesium carbonate (12 mg) was added to a dimethylformamide solution (1 mL) of 5-(4-amino-6-benzylsulfanyl-[1,3,5]triazin-2-yl)-2,4-dichlorophenol (11 mg) obtained in Step 4 described above. A solution of α-bromoacetonitrile (3.6 mg) in dimethylformamide (0.2 mL) was added, and the resulting mixture was stirred at room temperature for 3 hours. After dilution with ethyl acetate (7 mL), the mixture was washed in succession twice with water (6 mL) and once with brine (3 mL). The mixture was then pre-... Reactants: BrC1=CC=2C=3N(C(N(C2N=C1)CC1=CC=C(C=C1)OC)=O)N=CN3 (9-Bromo-6-(4-methoxybenzyl)pyrido[3,2-e][1,2,4]triazolo[1,5-c]pyrimidin-5(6H)-one), C([O-])([O-])=O.[Cs+].[Cs+] (cesium carbonate), CC=1C=CC(NN1)=O (6-methylpyridazin-3(2H)-one), N[C@H]1[C@@H](CCCC1)N (trans-1,2-diaminocyclohexane). Reagents/catalysts: [Cu]I (copper(I) iodide). Run in O1CCOCC1 (dioxane). Conditions: temperature 120 celsius. The product is COC1=CC=C(CN2C(N3C(C4=C2N=CC(=C4)N4N=C(C=CC4=O)C)=NC=N3)=O)C=C1 (6-(4-methoxybenzyl)-9-(3-methyl-6-oxopyridazin-1(6H)-yl)pyrido[3,2-e][1,2,4]triazolo[1,5-c]pyrimidin-5(6H)-one). Yield: 11.4%. As a reaction SMILES: Br[C:2]1[CH:11]=[N:10][C:9]2[N:8]([CH2:12][C:13]3[CH:18]=[CH:17][C:16]([O:19][CH3:20])=[CH:15][CH:14]=3)[C:7](=[O:21])[N:6]3[N:22]=[CH:23][N:24]=[C:5]3[C:4]=2[CH:3]=1.[CH3:25][C:26]1[CH:27]=[CH:28][C:29](=[O:32])[NH:30][N:31]=1.N[C@@H]1CCCC[C@H]1N.C(=O)([O-])[O-].[Cs+].[Cs+]>[Cu]I.O1CCOCC1>[CH3:20][O:19][C:16]1[CH:17]=[CH:18][C:13]([CH2:12][N:8]2[C:9]3[N:10]=[CH:11][C:2]([N:30]4[C:29](=[O:32])[CH:28]=[CH:27][C:26]([CH3:25])=[N:31]4)=[CH:3][C:4]=3[C:5]3=[N:24][CH:23]=[N:22][N:6]3[C:7]2=[O:21])=[CH:14][CH:15]=1 |f:3.4.5|. Reported procedure: 9-Bromo-6-(4-methoxybenzyl)pyrido[3,2-e][1,2,4]triazolo[1,5-c]pyrimidin-5(6H)-one (75 mg, 0.19 mmol), 6-methylpyridazin-3(2H)-one (43 mg, 0.39 mmol), copper(I) iodide (44 mg, 0.23 mmol), dioxane (3 ml), trans-1,2-diaminocyclohexane (0.030 ml, 0.25 mmol) and cesium carbonate (152 mg, 0.47 mmol) were combined and heated at 120° C. for 12 hours in the microwave. The mixture was filtered and the residue was purified by HPLC to afford 9 mg (11%) of the title compound as a white solid. Reactants: FC(F)(Br)C(F)(F)Oc1cccc(Br)c1, CC#N, [Zn]. Product: FC(F)=C(F)Oc1cccc(Br)c1. As a reaction SMILES: [Br:1][C:2]([C:3]([O:4][c:5]1[cH:6][c:7]([Br:11])[cH:8][cH:9][cH:10]1)([F:12])[F:13])([F:14])[F:15].[CH3:17][C:18]#[N:19].[Zn:16]>>[C:2](=[C:3]([O:4][c:5]1[cH:6][c:7]([Br:11])[cH:8][cH:9][cH:10]1)[F:12])([F:14])[F:15]. Starting materials: CC1(C2CN(Cc3ccccc3)CCO2)OCCO1, CO, C=CCOC(=O)Cl, [H][H], [Na+], C1CCOC1, [OH-], [OH-], [OH-], O, [Pd+2]. Yields the product C=CCOC(=O)N1CCOC(C2(C)OCCO2)C1. Reaction SMILES: [CH2:1]([c:2]1[cH:3][cH:4][cH:5][cH:6][cH:7]1)[N:8]1[CH2:9][CH:10]([C:14]2([CH3:19])[O:15][CH2:16][CH2:17][O:18]2)[O:11][CH2:12][CH2:13]1.[CH3:31][OH:32].[Cl:22][C:23](=[O:24])[O:25][CH2:26][CH:27]=[CH2:28].[H:20][H:21].[Na+:30].[O:34]1[CH2:35][CH2:36][CH2:37][CH2:38]1.[OH-:29].[OH-:39].[OH-:41].[OH2:33].[Pd+2:40]>>[N:8]1([C:23](=[O:24])[O:25][CH2:26][CH:27]=[CH2:28])[CH2:9][CH:10]([C:14]2([CH3:19])[O:15][CH2:16][CH2:17][O:18]2)[O:11][CH2:12][CH2:13]1. The reactants are C(=O)(OCC1=CC=CC=C1)N[C@@H](C)C(=O)O (carbobenzyloxy-L-alanine), NN1C=CC=C1 (N-aminopyrrole), C1CCC(CC1)N=C=NC2CCCCC2 (DCC). The solvent is C(Cl)Cl (DCM). Run at time 17 hour. Product: C1(=CC=CC=C1)COC(N[C@H](C(NN1C=CC=C1)=O)C)=O ((S)-Phenylmethyl-[1-methyl-2-oxo-2-(1H-pyrrol-1-ylamino)ethyl]carbamate). Yield: 81.3%. Reaction SMILES: [C:1]([NH:11][C@H:12]([C:14]([OH:16])=O)[CH3:13])([O:3][CH2:4][C:5]1[CH:10]=[CH:9][CH:8]=[CH:7][CH:6]=1)=[O:2].[NH2:17][N:18]1[CH:22]=[CH:21][CH:20]=[CH:19]1.C1CCC(N=C=NC2CCCCC2)CC1>C(Cl)Cl>[C:5]1([CH2:4][O:3][C:1](=[O:2])[NH:11][C@@H:12]([CH3:13])[C:14](=[O:16])[NH:17][N:18]2[CH:22]=[CH:21][CH:20]=[CH:19]2)[CH:6]=[CH:7][CH:8]=[CH:9][CH:10]=1. Procedure details: To a stirred solution of carbobenzyloxy-L-alanine (10.0 g) and N-aminopyrrole (3.68 g) in dry DCM (224 ml) was added DCC (9.71 g) at 0° C. under nitrogen. The cooling bath was removed after ten minutes and the reaction mixture was allowed to stir at room temperature for 17 hours. The mixture was filtered and the solid DCU filter cake was washed with hot ethyl acetate. Concentration of the combined filtrate gave the crude product. Recrystallization from ethyl acetate/hexane afforded 10.46 g of th... Product: CC(C)(C)[Si](C)(C)OC(=O)C(F)(F)C(O)C(O)C(O)C(=O)c1ccccc1. As a reaction SMILES: [C:1]([CH3:2])([CH3:3])([CH3:4])[Si:5]([O:6][C:7](=[O:8])[C:9]([C:10]([OH:11])([CH:12]([OH:13])[CH:14]([OH:15])[C:16]([c:17]1[cH:18][cH:19][cH:20][cH:21][cH:22]1)=[O:23])[C:24](=[O:25])[c:26]1[cH:27][cH:28][cH:29][cH:30][cH:31]1)([F:32])[F:33])([CH3:34])[CH3:35].[CH3:36][C:37]([CH3:38])([O-:39])[CH3:40].[CH3:42][C:43](=[O:44])[OH:45].[CH3:51][CH2:52][O:53][C:54](=[O:55])[CH3:56].[K+:41].[O:46]1[CH2:47][CH2:48][CH2:49][CH2:50]1>>[C:1]([CH3:2])([CH3:3])([CH3:4])[Si:5]([O:6][C:7](=[O:8])[C:9]([CH:10]([OH:11])[CH:12]([OH:13])[CH:14]([OH:15])[C:16]([c:17]1[cH:18][cH:19][cH:20][cH:21][cH:22]1)=[O:23])([F:32])[F:33])([CH3:34])[CH3:35]. Reactants: CC(C)(C)[Si](C)(C)OC(=O)C(F)(F)C(O)(C(=O)c1ccccc1)C(O)C(O)C(=O)c1ccccc1, CC(C)(C)[O-], CC(=O)O, CCOC(C)=O, [K+], C1CCOC1. Starting materials: N1=C(C=CC=C1)[C@@]1(CCOC2(CCCC2)C1)CC=O (2-[(9R)-9-(pyridin-2-yl)-6-oxaspiro[4.5]decan-9-yl]acetaldehyde), N1=CC(=CC=C1)CCN (2-(pyridin-3-yl)ethan-1-amine), [BH4-].[Na+] (NaBH4). The reagents and catalysts are CO (MeOH). Run in C(Cl)Cl (DCM). Run at time 8 hour. Yields the product N1=C(C=CC=C1)[C@@]1(CCOC2(CCCC2)C1)CCNCCC=1C=NC=CC1 ({2-[(9R)-9-(pyridin-2-yl)-6-oxaspiro[4.5]decan-9-yl]ethyl}[2-(pyridin-3-yl)ethyl]amine). As a reaction SMILES: [N:1]1[CH:6]=[CH:5][CH:4]=[CH:3][C:2]=1[C@@:7]1([CH2:17][CH:18]=O)[CH2:16][C:11]2([CH2:15][CH2:14][CH2:13][CH2:12]2)[O:10][CH2:9][CH2:8]1.[N:20]1[CH:25]=[CH:24][CH:23]=[C:22]([CH2:26][CH2:27][NH2:28])[CH:21]=1.[BH4-].[Na+]>CO.C(Cl)Cl>[N:1]1[CH:6]=[CH:5][CH:4]=[CH:3][C:2]=1[C@@:7]1([CH2:17][CH2:18][NH:28][CH2:27][CH2:26][C:22]2[CH:21]=[N:20][CH:25]=[CH:24][CH:23]=2)[CH2:16][C:11]2([CH2:15][CH2:14][CH2:13][CH2:12]2)[O:10][CH2:9][CH2:8]1 |f:2.3|. Procedure: To a solution of 2-[(9R)-9-(pyridin-2-yl)-6-oxaspiro[4.5]decan-9-yl]acetaldehyde (50 mg, 0.19 mmole), 5 mL DCM and NA2SO4 (134 mg, 0.95 mmole) was added 2-(pyridin-3-yl)ethan-1-amine (31 mg, 0.25 mmole) and the reaction was stirred overnight. NaBH4 (9.5 mg, 0.25 mmole) added, stir 10 minutes, 2 drops MeOH added, stir 1 h, quenched with water, organics separated off and evaporated. The residue was passed through a Gilson reverse phase HPLC to give {2-[(9R)-9-(pyridin-2-yl)-6-oxaspiro[4.5]decan-9-... Reactants: BrC=1C=CC(=C(C(=O)O)C1)F (5-bromo-2-fluoro-benzoic acid), C(C(=O)Cl)(=O)Cl (Oxalyl chloride). Run in ClCCl (dichloromethane), CN(C=O)C (N,N-dimethylformamide). Run at time 18 hour. Yields the product BrC=1C=CC(=C(C(=O)Cl)C1)F (5-bromo-2-fluoro-benzoyl chloride). Isolated yield 99.7%. Reaction SMILES: [C:1](Cl)(=O)[C:2]([Cl:4])=[O:3].[Br:7][C:8]1[CH:9]=C[C:11]([F:17])=[C:12]([CH:16]=1)C(O)=O>ClCCl.CN(C)C=O>[Br:7][C:8]1[CH:16]=[CH:12][C:11]([F:17])=[C:1]([CH:9]=1)[C:2]([Cl:4])=[O:3]. Procedure details: Oxalyl chloride (11.0 mL, 126 mmol) was added dropwise to a well stirred suspension of 5-bromo-2-fluoro-benzoic acid (25.0 g, 114 mmol) in dichloromethane (150 mL) and N,N-dimethylformamide (1.5 mL) at 0° C. The resulting mixture was allowed to gradually warm to room temperature. After 18 hours, the solid had gone into solution. The resulting light orange solution was concentrated under reduced pressure and was chased two times with diethyl ether to afford 5-bromo-2-fluoro-benzoyl chloride (27.0...